Dataset: the Open Reaction Database (ORD), a public repository of structured organic reaction records. Task: describe an organic reaction: reactants, conditions, products, and yield Reactants: ClC1=CC=C2C(=NNC2=C1)N1CCNCC1 (6-chloro-[3-(1-piperazinyl)]-1H-indazole), C(=O)([O-])[O-].[K+].[K+] (K2CO3), ClCCOC1=C(C=C(C=C1)C(C)=O)OC (1-[4-(2-chloroethoxy)-3-methoxyphenyl]ethanone), C(C)#N (acetonitrile). The solvent is O (water). The product is ClC1=CC=C2C(=NNC2=C1)N1CCN(CC1)CCOC1=C(C=C(C=C1)C(C)=O)OC (1-[4-[2-[4-(6-chloro-1H-indazol-3-yl)-1-piperazinyl]ethoxy]-3-methoxy-phenyl]ethanone). Yield: 23.0%. RXN SMILES: [Cl:1][C:2]1[CH:10]=[C:9]2[C:5]([C:6]([N:11]3[CH2:16][CH2:15][NH:14][CH2:13][CH2:12]3)=[N:7][NH:8]2)=[CH:4][CH:3]=1.C([O-])([O-])=O.[K+].[K+].Cl[CH2:24][CH2:25][O:26][C:27]1[CH:32]=[CH:31][C:30]([C:33](=[O:35])[CH3:34])=[CH:29][C:28]=1[O:36][CH3:37].C(#N)C>O>[Cl:1][C:2]1[CH:10]=[C:9]2[C:5]([C:6]([N:11]3[CH2:12][CH2:13][N:14]([CH2:24][CH2:25][O:26][C:27]4[CH:32]=[CH:31][C:30]([C:33](=[O:35])[CH3:34])=[CH:29][C:28]=4[O:36][CH3:37])[CH2:15][CH2:16]3)=[N:7][NH:8]2)=[CH:4][CH:3]=1 |f:1.2.3|. Reported procedure: A mixture of 6-chloro-[3-(1-piperazinyl)]-1H-indazole (2.1 g, 8.9 mmol, K2CO3 (1.5 g, 10.7 mmol), KI (100 mg), 1-[4-(2-chloroethoxy)-3-methoxyphenyl]ethanone (2.2 g, 9.8 mml) and acetonitrile (70 ml) was stirred at reflux for 48 hours under N2. The cooled reaction was poured into water and the aqueous mixture was extracted with ethyl acetate. The organic extract was washed with water, dried with MgSO4 and concentrated to yield 6.0 of a light yellow oil. The oil was purified by preparative HPLC (... The reactants are OC=1C(=NC=C(C1CNC1=CC=C(C#N)C=C1)CO)C (4-[(3-hydroxy-5-hydroxymethyl-2-methyl-pyridin-4-ylmethyl)-amino]-benzonitrile), BrCC1=CC=C(C=C1)C#N (α-bromo-p-tolunitrile), C([O-])([O-])=O.[K+].[K+] (potassium carbonate). Solvent: CN(C)C=O (DMF). Reaction conditions: time 8 hour. Yields the product C(#N)C1=CC=C(COC=2C(=NC=C(C2CNC2=CC=C(C#N)C=C2)CO)C)C=C1 (4-{[3-(4-Cyano-benzyloxy)-5-hydroxymethyl-2-methyl-pyridin-4-ylmethyl]-amino}-benzonitrile). Yield: 60.0%. RXN SMILES: [OH:1][C:2]1[C:3]([CH3:20])=[N:4][CH:5]=[C:6]([CH2:18][OH:19])[C:7]=1[CH2:8][NH:9][C:10]1[CH:17]=[CH:16][C:13]([C:14]#[N:15])=[CH:12][CH:11]=1.Br[CH2:22][C:23]1[CH:28]=[CH:27][C:26]([C:29]#[N:30])=[CH:25][CH:24]=1.C(=O)([O-])[O-].[K+].[K+]>CN(C=O)C>[C:29]([C:26]1[CH:27]=[CH:28][C:23]([CH2:22][O:1][C:2]2[C:3]([CH3:20])=[N:4][CH:5]=[C:6]([CH2:18][OH:19])[C:7]=2[CH2:8][NH:9][C:10]2[CH:17]=[CH:16][C:13]([C:14]#[N:15])=[CH:12][CH:11]=2)=[CH:24][CH:25]=1)#[N:30] |f:2.3.4|. Procedure: A mixture of 4-[(3-hydroxy-5-hydroxymethyl-2-methyl-pyridin-4-ylmethyl)-amino]-benzonitrile (1)* (404 mg, 1.5 mmol), α-bromo-p-tolunitrile (322 mg, 1.65 mmol), potassium carbonate (622 mg, 4.5 mmol) and DMF (10 mL) was stirred at room temperature under nitrogen atmosphere overnight. The reaction mixture was evaporated to dryness, and the crude product purified by column chromatography on silica gel using a gradient of dichloromethane:methyl alcohol (9:1) as eluant to give 4-{[3-(3-cyano-benzylox... Reactants: CCO, Clc1nc[nH]c2nccc1-2, NC1Cc2ccccc2C1. Product: c1ccc2c(c1)CC(Nc1nc[nH]c3nccc1-3)C2. RXN SMILES: [CH3:21][CH2:22][OH:23].[Cl:1][c:2]1[c:3]2[cH:10][cH:9][n:8][c:4]-2[nH:5][cH:6][n:7]1.[NH2:11][CH:12]1[CH2:13][c:14]2[cH:15][cH:16][cH:17][cH:18][c:19]2[CH2:20]1>>[c:2]1([NH:11][CH:12]2[CH2:13][c:14]3[cH:15][cH:16][cH:17][cH:18][c:19]3[CH2:20]2)[c:3]2[cH:10][cH:9][n:8][c:4]-2[nH:5][cH:6][n:7]1. Reactants: C(C)OC(C(C(=O)OCC)=CNC1=CC(=NN1CC)C)=O ([[(1-ethyl-3-methyl-5-pyrazolyl)amino]methylene]malonic acid diethyl ester), C1(=CC=CC=C1)OC1=CC=CC=C1 (diphenyl ether). Run in C(C)O (ethanol). The product is C(C)OC(=O)C=1C(=C2C(=NC1)N(N=C2C)CC)O (1-ethyl-4-hydroxy-3-methyl-1H-pyrazolo[3,4-b]pyridine-5-carboxylic acid ethyl ester). RXN SMILES: C(O[C:4](=[O:21])[C:5](=[CH:11][NH:12][C:13]1[N:17]([CH2:18][CH3:19])[N:16]=[C:15]([CH3:20])[CH:14]=1)[C:6]([O:8][CH2:9][CH3:10])=[O:7])C.C1(OC2C=CC=CC=2)C=CC=CC=1>C(O)C>[CH2:9]([O:8][C:6]([C:5]1[C:4]([OH:21])=[C:14]2[C:15]([CH3:20])=[N:16][N:17]([CH2:18][CH3:19])[C:13]2=[N:12][CH:11]=1)=[O:7])[CH3:10]. Procedure: 14.8 g. of [[(1-ethyl-3-methyl-5-pyrazolyl)amino]methylene]malonic acid diethyl ester (0.05 mol.) are dissolved in 50 g. of diphenyl ether. The reaction mixture is heated to 235°-250° (bath temperature) and allowed to react at this temperature for 1 to 2 hours, while the resulting ethanol is continuously distilled off. The last part of the alcohol is removed by means of a water aspirator. The diphenyl ether is separated by distillation with a fractionating column in vacuo. The 1-ethyl-4-hydroxy-... The reactants are [OH-].[Na+] (sodium hydroxide), OC=1C(=C(C=C(C1)O)CC(=O)OC)C=1OC(=CC1)CCC(C)=O (Methyl 3,5-dihydroxy-2-[5-(3-oxobutyl)furan-2-yl]phenylacetate), Cl (hydrochloric acid). Solvent: C(C)#N (acetonitrile). Conditions: temperature 60 celsius, time 3 hour. Yields the product OC=1C(=C(C=C(C1)O)CC(=O)O)C=1OC(=CC1)CCC(C)=O (3,5-Dihydroxy-2-[5-(3-oxobutyl)furan-2-yl]phenylacetic acid). Yield: 52.2%. RXN SMILES: [OH:1][C:2]1[C:3]([C:14]2[O:15][C:16]([CH2:19][CH2:20][C:21](=[O:23])[CH3:22])=[CH:17][CH:18]=2)=[C:4]([CH2:9][C:10]([O:12]C)=[O:11])[CH:5]=[C:6]([OH:8])[CH:7]=1.[OH-].[Na+].Cl>C(#N)C>[OH:1][C:2]1[C:3]([C:14]2[O:15][C:16]([CH2:19][CH2:20][C:21](=[O:23])[CH3:22])=[CH:17][CH:18]=2)=[C:4]([CH2:9][C:10]([OH:12])=[O:11])[CH:5]=[C:6]([OH:8])[CH:7]=1 |f:1.2|. Reported procedure: Compound 261 (20 mg, 0.063 mmol) obtained in Example 261 was dissolved in acetonitrile (2.0 mL), and aqueous 4 mol/L sodium hydroxide solution (2.0 mL, 4.0 mmol) was added thereto and stirred at 60° C. for 3 hours. 3 mol/L hydrochloric acid (4.0 mL) was added to the reaction solution, and extracted twice with chloroform (50 mL). The organic layer was dried over anhydrous sodium sulfate, and the solvent was evaporated away under reduced pressure. The resulting residue was purified through prepara... The reactants are S(=O)(=O)([O-])[O-].[K+].[K+] (potassium sulphate), C(C)(C)(C)OC(=O)N1C(O[C@H]([C@@H]1CC1CCCCC1)C[C@H](C/C=C/C(=O)O)C(C)C)(C)C ((E,S)-5-[[(4S,5S)-3-(t-butoxycarbonyl)-4-(cyclohexylmethyl)-2,2-dimethyl-5-oxazolidinyl]methyl]-6-methyl-2-heptenoic acid), C(CCl)Cl (EDC), C=1C=CC2=C(C1)N=NN2O (HOBT), S(=O)(=O)(O)[O-].[K+] (potassium hydrogen sulphate), C(C)N1CCOCC1 (N-ethylmorpholine), C1=CC=C(C=C1)CCN (2-phenethylamine), ice water. Solvent: C(Cl)Cl (methylene chloride), C(Cl)Cl (methylene chloride). Conditions: time 20 hour. Yields the product C1(CCCCC1)C[C@@H]1N(C(O[C@H]1C[C@H](CC=CC(NCCC1=CC=CC=C1)=O)C(C)C)(C)C)C(=O)OC(C)(C)C (t-butyl (4S,5S)-4-(cyclohexylmethyl)-5-[(S)-2-isopropyl-5-(phenethylcarbamoyl)-4-pentenyl]-2,2-dimethyl-3-oxazolidinecarboxylate). Yield: 85.6%. Reaction SMILES: [C:1]([O:5][C:6]([N:8]1[C@@H:12]([CH2:13][CH:14]2[CH2:19][CH2:18][CH2:17][CH2:16][CH2:15]2)[C@H:11]([CH2:20][C@@H:21]([CH:28]([CH3:30])[CH3:29])C/C=C/C(O)=O)[O:10][C:9]1([CH3:32])[CH3:31])=[O:7])([CH3:4])([CH3:3])[CH3:2].[CH2:33](Cl)[CH2:34]Cl.[CH:37]1[CH:38]=[CH:39][C:40]2N(O)N=N[C:41]=2[CH:42]=1.C(N1CC[O:52]CC1)C.C1C=C[C:58]([CH2:61][CH2:62][NH2:63])=[CH:57]C=1.S([O-])(O)(=O)=O.[K+].S([O-])([O-])(=O)=O.[K+].[K+]>C(Cl)Cl>[CH:14]1([CH2:13][C@H:12]2[C@H:11]([CH2:20][C@@H:21]([CH:28]([CH3:30])[CH3:29])[CH2:57][CH:58]=[CH:61][C:62](=[O:52])[NH:63][CH2:33][CH2:34][C:41]3[CH:40]=[CH:39][CH:38]=[CH:37][CH:42]=3)[O:10][C:9]([CH3:32])([CH3:31])[N:8]2[C:6]([O:5][C:1]([CH3:3])([CH3:2])[CH3:4])=[O:7])[CH2:19][CH2:18][CH2:17][CH2:16][CH2:15]1 |f:5.6,7.8.9|. Procedure details: A mixture of 0.63 g (1.39 mmol) of (E,S)-5-[[(4S,5S)-3-(t-butoxycarbonyl)-4-(cyclohexylmethyl)-2,2-dimethyl-5-oxazolidinyl]methyl]-6-methyl-2-heptenoic acid, 0.32 g (1.7 mmol) of EDC, 0.28 g (2 mmol) of HOBT and 20 ml of methylene chloride is cooled to -10°, treated with 0.35 ml (2.7 mmol) of N-ethylmorpholine and 0.26 ml (2 mmol) of 2-phenethylamine in 10 ml of methylene chloride and stirred at -10° for 1.5 hours and at room temperature for 20 hours. Thereafter, the reaction mixture is poured i...